From a dataset of the Open Reaction Database (ORD), a public repository of structured organic reaction records. describe an organic reaction: reactants, conditions, products, and yield The reactants are COC(=O)Cc1ccc(C#Cc2cc(CN(C)C3CC3)c3c(c2)C(C)(C)CC(C)(C)O3)cc1F, CO, [Na+], C1CCOC1, [OH-]. The product is CN(Cc1cc(C#Cc2ccc(CC(=O)O)c(F)c2)cc2c1OC(C)(C)CC2(C)C)C1CC1. RXN SMILES: [CH3:1][O:2][C:3]([CH2:4][c:5]1[c:6]([F:33])[cH:7][c:8]([C:11]#[C:12][c:13]2[cH:14][c:15]3[c:20]([c:21]([CH2:23][N:24]([CH3:25])[CH:26]4[CH2:27][CH2:28]4)[cH:22]2)[O:19][C:18]([CH3:29])([CH3:30])[CH2:17][C:16]3([CH3:31])[CH3:32])[cH:9][cH:10]1)=[O:34].[CH3:37][OH:38].[Na+:36].[O:39]1[CH2:40][CH2:41][CH2:42][CH2:43]1.[OH-:35]>>[O:2]=[C:3]([CH2:4][c:5]1[c:6]([F:33])[cH:7][c:8]([C:11]#[C:12][c:13]2[cH:14][c:15]3[c:20]([c:21]([CH2:23][N:24]([CH3:25])[CH:26]4[CH2:27][CH2:28]4)[cH:22]2)[O:19][C:18]([CH3:29])([CH3:30])[CH2:17][C:16]3([CH3:31])[CH3:32])[cH:9][cH:10]1)[OH:34]. Starting materials: CCOC(=O)C1CCc2c1sc(C)c2C(=O)c1ccc(S(C)=O)cc1, CO, Cl, [Na+], [OH-]. Product: Cc1sc2c(c1C(=O)c1ccc(S(C)=O)cc1)CCC2C(=O)O. Reaction SMILES: [CH3:1][c:2]1[c:3]([C:15]([c:16]2[cH:17][cH:18][c:19]([S:22](=[O:23])[CH3:24])[cH:20][cH:21]2)=[O:25])[c:4]2[c:5]([s:6]1)[CH:7]([C:10](=[O:11])[O:12][CH2:13][CH3:14])[CH2:8][CH2:9]2.[CH3:29][OH:30].[ClH:28].[Na+:27].[OH-:26]>>[CH3:1][c:2]1[c:3]([C:15]([c:16]2[cH:17][cH:18][c:19]([S:22](=[O:23])[CH3:24])[cH:20][cH:21]2)=[O:25])[c:4]2[c:5]([s:6]1)[CH:7]([C:10](=[O:11])[OH:12])[CH2:8][CH2:9]2.